This data is from the Open Reaction Database (ORD), a public repository of structured organic reaction records. The task is: describe an organic reaction: reactants, conditions, products, and yield The reactants are [Al+3], CCCS(=O)(=O)N1CCC(C#N)(N2CCCCC2)CC1, CCOCC, [H-], [H-], [H-], [H-], [Li+], [Na+], [OH-], O. Product: CCCS(=O)(=O)N1CCC(CN)(N2CCCCC2)CC1. As a reaction SMILES: [Al+3:2].[CH2:7]([CH2:8][CH3:9])[S:10](=[O:11])(=[O:12])[N:13]1[CH2:14][CH2:15][C:16]([N:19]2[CH2:20][CH2:21][CH2:22][CH2:23][CH2:24]2)([C:25]#[N:26])[CH2:17][CH2:18]1.[CH3:30][CH2:31][O:32][CH2:33][CH3:34].[H-:1].[H-:4].[H-:5].[H-:6].[Li+:3].[Na+:29].[OH-:28].[OH2:27]>>[CH2:7]([CH2:8][CH3:9])[S:10](=[O:11])(=[O:12])[N:13]1[CH2:14][CH2:15][C:16]([N:19]2[CH2:20][CH2:21][CH2:22][CH2:23][CH2:24]2)([CH2:25][NH2:26])[CH2:17][CH2:18]1. Starting materials: CC(=O)C1=CC(=C(C=C1)Cl)Cl (3,4-dichloroacetophenone), CC(C)([O-])C.[K+] (potassium t-butoxide). Reagents/catalysts: C1=CC=CC=C1.C1=CC=CC=C1.Cl[Ru]Cl.Cl[Ru]Cl (Benzeneruthenium(II) chloride dimer), [Fe] (Fe). Run in C(C)(C)O (i-propanol), C(C)(C)O (i-propanol), C(C)(C)O (i-propanol). Reaction conditions: temperature 85 celsius, time 0.5 hour. The product is ClC=1C=C(C=CC1Cl)C(C)O (1-(3,4-dichlorophenyl)ethanol). RXN SMILES: [CH3:1][C:2]([C:4]1[CH:9]=[CH:8][C:7]([Cl:10])=[C:6]([Cl:11])[CH:5]=1)=[O:3].CC(C)([O-])C.[K+]>C(O)(C)C.C1C=CC=CC=1.C1C=CC=CC=1.Cl[Ru]Cl.Cl[Ru]Cl.[Fe]>[Cl:11][C:6]1[CH:5]=[C:4]([CH:2]([OH:3])[CH3:1])[CH:9]=[CH:8][C:7]=1[Cl:10] |f:1.2,4.5.6.7|. Procedure details: Benzeneruthenium(II) chloride dimer (1.0 mg, 2 μmol, 0.5 mol %) and a chiral ligand (M=Fe, R=s-Bu, Ar=C6H5—, 2.6 μmol, 0.65 mol %) were dissolved in i-propanol (3 mL) under nitrogen atmosphere, and then heated and stirred for 0.5 h at 85° C. After the mixture was cooled to room temperature, 3,4-dichloroacetophenone (0.4 mmol), i-propanol (3 mL) and a solution of potassium t-butoxide in i-propanol (0.4 mL, 0.2 M) were added thereto. Thereafter, the reaction system was placed in an autoclave, and ... As a reaction SMILES: [B-:21]([F:22])([F:23])([F:24])[F:25].[CH:12]([N:13]([CH2:14][CH3:15])[CH:16]([CH3:17])[CH3:18])([CH3:19])[CH3:20].[N:1]1([CH2:7][CH2:8][C:9](=[O:10])[OH:11])[CH2:2][CH2:3][CH2:4][CH2:5][CH2:6]1.[NH2:41][CH2:42][c:43]1[cH:44][cH:45][c:46](-[c:49]2[cH:50][c:51]3[c:52]([n:53][cH:54][n:55][c:56]3[NH:57][CH:58]([CH3:59])[c:60]3[cH:61][cH:62][cH:63][cH:64][cH:65]3)[nH:66]2)[cH:47][cH:48]1.[O:26]=[c:27]1[cH:28][cH:29][cH:30][cH:31][n:32]1[O:33][C:34]([N:35]([CH3:36])[CH3:37])=[N+:38]([CH3:39])[CH3:40].[O:67]=[CH:68][N:69]([CH3:70])[CH3:71]>>[N:1]1([CH2:7][CH2:8][C:9](=[O:11])[NH:41][CH2:42][c:43]2[cH:44][cH:45][c:46](-[c:49]3[cH:50][c:51]4[c:52]([n:53][cH:54][n:55][c:56]4[NH:57][CH:58]([CH3:59])[c:60]4[cH:61][cH:62][cH:63][cH:64][cH:65]4)[nH:66]3)[cH:47][cH:48]2)[CH2:2][CH2:3][CH2:4][CH2:5][CH2:6]1. Product: CC(Nc1ncnc2[nH]c(-c3ccc(CNC(=O)CCN4CCCCC4)cc3)cc12)c1ccccc1. Reactants: F[B-](F)(F)F, CCN(C(C)C)C(C)C, O=C(O)CCN1CCCCC1, CC(Nc1ncnc2[nH]c(-c3ccc(CN)cc3)cc12)c1ccccc1, CN(C)C(On1ccccc1=O)=[N+](C)C, CN(C)C=O. The reactants are N1CC(CCC1)C1=C2CC(NC2=CC=C1)=O (1,3-dihydro-4-(piperidin-3-yl)-2H-indole-2-one), CI (methyl iodide). Product: CN1CC(CCC1)C1=C2CC(NC2=CC=C1)=O (1,3-dihydro-4-(1-methyl-piperidin-3-yl)-2H-indole-2-one). RXN SMILES: [NH:1]1[CH2:6][CH2:5][CH2:4][CH:3]([C:7]2[CH:15]=[CH:14][CH:13]=[C:12]3[C:8]=2[CH2:9][C:10](=[O:16])[NH:11]3)[CH2:2]1.[CH3:17]I>>[CH3:17][N:1]1[CH2:6][CH2:5][CH2:4][CH:3]([C:7]2[CH:15]=[CH:14][CH:13]=[C:12]3[C:8]=2[CH2:9][C:10](=[O:16])[NH:11]3)[CH2:2]1. Procedure: Using the procedure of Example 3, 1,3-dihydro-4-(piperidin-3-yl)-2H-indole-2-one and methyl iodide were reacted to obtain 1,3-dihydro-4-(1-methyl-piperidin-3-yl)-2H-indole-2-one which melted at 160° C. after crystallization from benzene. The reactants are CCCOC(Cc1ccc(OCc2ccccc2)cc1)C(=O)OCC, COC(=O)C(Cc1cccc(O)c1)OC. Yields the product CCCOC(Cc1ccc(O)cc1)C(=O)OCC. As a reaction SMILES: [CH2:1]([CH3:2])[O:3][C:4]([CH:5]([CH2:6][c:7]1[cH:8][cH:9][c:10]([O:13][CH2:14][c:15]2[cH:16][cH:17][cH:18][cH:19][cH:20]2)[cH:11][cH:12]1)[O:21][CH2:22][CH2:23][CH3:24])=[O:25].[CH3:26][O:27][C:28](=[O:29])[CH:30]([O:31][CH3:32])[CH2:33][c:34]1[cH:35][cH:36][cH:37][c:38]([OH:39])[cH:40]1>>[CH2:1]([CH3:2])[O:3][C:4]([CH:5]([CH2:6][c:7]1[cH:8][cH:9][c:10]([OH:13])[cH:11][cH:12]1)[O:21][CH2:22][CH2:23][CH3:24])=[O:25].